Task: describe an organic reaction: reactants, conditions, products, and yield. Dataset: the Open Reaction Database (ORD), a public repository of structured organic reaction records The reactants are compound, N1=C(N=C2NC=NC2=C1N)N (9H-purine-2,6-diamine), BrC(C)C=1OC(C2=CC=CC=C2C1C1=CC=CC=C1)=O (3-(1-bromoethyl)-4-phenyl-1H-isochromen-1-one), BrC(C)C=1OC(C2=CC=CC=C2C1C1=CC=CC=C1)=O (3-(1-bromoethyl)-4-phenyl-1H-isochromen-1-one). Product: NC1=NC(=C2N=CN(C2=N1)C(C)C=1OC(C2=CC=CC=C2C1C1=CC=CC=C1)=O)N (3-(1-(2,6-diamino-9H-purin-9-yl)ethyl)-4-phenyl-1H-isochromen-1-one). Yield: 31.8%. RXN SMILES: Br[CH:2]([C:4]1[O:5][C:6](=[O:20])[C:7]2[C:12]([C:13]=1[C:14]1[CH:19]=[CH:18][CH:17]=[CH:16][CH:15]=1)=[CH:11][CH:10]=[CH:9][CH:8]=2)[CH3:3].[N:21]1[C:29]([NH2:30])=[C:28]2[C:24]([NH:25][CH:26]=[N:27]2)=[N:23][C:22]=1[NH2:31]>>[NH2:31][C:22]1[N:23]=[C:24]2[C:28]([N:27]=[CH:26][N:25]2[CH:2]([C:4]2[O:5][C:6](=[O:20])[C:7]3[C:12]([C:13]=2[C:14]2[CH:19]=[CH:18][CH:17]=[CH:16][CH:15]=2)=[CH:11][CH:10]=[CH:9][CH:8]=3)[CH3:3])=[C:29]([NH2:30])[N:21]=1. Reported procedure: The title compound was made in a similar way as that of the compound of example 1 from 3-(1-bromoethyl)-4-phenyl-1H-isochromen-1-one (intermediate C7, 50 mg, 0.15 mmol) and 9H-purine-2,6-diamine (34 mg, 0.23 mmol) to give the title compound (19 mg, 31%). The reactants are CC(=O)[O-], COCCCCCCCCCO, ClCCl, O=[Cr](=O)([O-])O[Cr](=O)(=O)[O-], [Na+], c1cc[nH+]cc1, c1cc[nH+]cc1. Reaction SMILES: [CH3:14][C:15](=[O:16])[O-:17].[CH3:1][O:2][CH2:3][CH2:4][CH2:5][CH2:6][CH2:7][CH2:8][CH2:9][CH2:10][CH2:11][OH:12].[Cl:39][CH2:40][Cl:41].[Cr:18]([O:19][Cr:20]([O-:21])(=[O:22])=[O:23])([O-:24])(=[O:25])=[O:26].[Na+:13].[nH+:27]1[cH:28][cH:29][cH:30][cH:31][cH:32]1.[nH+:33]1[cH:34][cH:35][cH:36][cH:37][cH:38]1>>[CH3:1][O:2][CH2:3][CH2:4][CH2:5][CH2:6][CH2:7][CH2:8][CH2:9][CH2:10][CH:11]=[O:12]. The product is COCCCCCCCCC=O.